From a dataset of the Open Reaction Database (ORD), a public repository of structured organic reaction records. describe an organic reaction: reactants, conditions, products, and yield Starting materials: Na2SO4.10H2O, solution, [H-].[Al+3].[Li+].[H-].[H-].[H-] (lithium aluminum hydride), CC1NC(C=2N(C1)N=C(C2)COC2=CC=CC=C2)=O (rac-6-methyl-2-phenoxymethyl-6,7-dihydro-5H-pyrazolo[1,5-a]pyrazin-4-one). Solvent: C1CCOC1 (THF), C1CCOC1 (THF), CCOC(=O)C (AcOEt). Run at time 2.5 day. The product is CC1NCC=2N(C1)N=C(C2)COC2=CC=CC=C2 (rac-6-methyl-2-phenoxymethyl-4,5,6,7-tetrahydro-pyrazolo[1,5-a]pyrazine). The yield is 95.3%. RXN SMILES: [H-].[Al+3].[Li+].[H-].[H-].[H-].[CH3:7][CH:8]1[CH2:13][N:12]2[N:14]=[C:15]([CH2:17][O:18][C:19]3[CH:24]=[CH:23][CH:22]=[CH:21][CH:20]=3)[CH:16]=[C:11]2[C:10](=O)[NH:9]1>C1COCC1.CCOC(C)=O>[CH3:7][CH:8]1[CH2:13][N:12]2[N:14]=[C:15]([CH2:17][O:18][C:19]3[CH:24]=[CH:23][CH:22]=[CH:21][CH:20]=3)[CH:16]=[C:11]2[CH2:10][NH:9]1 |f:0.1.2.3.4.5|. Reported procedure: A 1M solution of lithium aluminum hydride in THF (2.14 mL, 2.14 mmol) was added dropwise to a stirred solution of rac-6-methyl-2-phenoxymethyl-6,7-dihydro-5H-pyrazolo[1,5-a]pyrazin-4-one (0.5 g, 1.94 mmol) in THF (12 mL) under N2 at 0° C. The reaction mixture was stirred at room temperature for 2.5 days and diluted with AcOEt. Na2SO4.10H2O was added at 0° C. and the mixture stirred for 15 minutes at 0° C., filtered through a pad of diatomaceous earth and then washed with additional AcOEt. The so...